Dataset: the Open Reaction Database (ORD), a public repository of structured organic reaction records. Task: describe an organic reaction: reactants, conditions, products, and yield The reactants are O (water), C[N+]1(CCOCC1)[O-] (N-methyl morpholine-N-oxide), C(C)(C)(C)C1=C(C=CC(=C1)[N+](=O)[O-])C=C(C)C (tert-butyl 1-(2-methylprop-1-enyl)-4-nitrobenzene), O (water). The reagents and catalysts are [Os](=O)(=O)(=O)=O (osmium tetraoxide). Run in CC(=O)C.O (acetone water). Reaction conditions: time 16 hour. Product: CC(C(O)C1=CC=C(C=C1)[N+](=O)[O-])(C)O (2-methyl-1-(4-nitrophenyl)propane-1,2-diol). Isolated yield 100.0%. As a reaction SMILES: C[N+]1([O-])CC[O:5]CC1.C([C:13]1[CH:18]=[C:17]([N+:19]([O-:21])=[O:20])[CH:16]=[CH:15][C:14]=1[CH:22]=[C:23]([CH3:25])[CH3:24])(C)(C)C.[OH2:26]>CC(C)=O.O.[Os](=O)(=O)(=O)=O>[CH3:24][C:23]([OH:5])([CH3:25])[CH:22]([C:14]1[CH:15]=[CH:16][C:17]([N+:19]([O-:21])=[O:20])=[CH:18][CH:13]=1)[OH:26] |f:3.4|. Reported procedure: To a solution of N-methyl morpholine-N-oxide (1.5 g, 12.8 mmol) in 4.5 mL of water was added a solution of tert-butyl 1-(2-methylprop-1-enyl)-4-nitrobenzene (1.5 g, 8.5 mmol) in acetone/water (5:1, 36 mL), followed by the addition of a solution of osmium tetraoxide in water (2 mL, 4%). This mixture was allowed to RT and stirred for 16 h. The reaction was quenched by sat. Na2SO3. aq (100 mL) and extracted with EtOAc (50 mL x 3). The combined organic layers were washed with water and brine, dried ... Reactants: B, [Cl-], Nc1cccc(C(=O)O)n1, [Na+], [Na+], C1CCOC1, [OH-]. The product is Nc1cccc(CO)n1. Reaction SMILES: [BH3:11].[Cl-:15].[NH2:1][c:2]1[cH:3][cH:4][cH:5][c:6]([C:8](=[O:9])[OH:10])[n:7]1.[Na+:13].[Na+:14].[O:16]1[CH2:17][CH2:18][CH2:19][CH2:20]1.[OH-:12]>>[NH2:1][c:2]1[cH:3][cH:4][cH:5][c:6]([CH2:8][OH:9])[n:7]1. Starting materials: ClC1=CC(=NC=N1)NC1=CC=C2C=CC=NC2=C1 ((6-chloro-pyrimidin-4-yl)-quinolin-7-yl-amine), C1(=CC=CC=C1)N1CCNCC1 (1-phenyl-piperazine), C(=O)([O-])[O-].[K+].[K+] (K2CO3). The solvent is CN(C)C=O (DMF). Yields the product C1(=CC=CC=C1)N1CCN(CC1)C1=CC(=NC=N1)NC1=CC=C2C=CC=NC2=C1 ([6-(4-Phenyl-piperazin-1-yl)-pyrimidin-4-yl]-quinolin-7-yl-amine). Reaction SMILES: Cl[C:2]1[N:7]=[CH:6][N:5]=[C:4]([NH:8][C:9]2[CH:18]=[C:17]3[C:12]([CH:13]=[CH:14][CH:15]=[N:16]3)=[CH:11][CH:10]=2)[CH:3]=1.[C:19]1([N:25]2[CH2:30][CH2:29][NH:28][CH2:27][CH2:26]2)[CH:24]=[CH:23][CH:22]=[CH:21][CH:20]=1.C([O-])([O-])=O.[K+].[K+]>CN(C=O)C>[C:19]1([N:25]2[CH2:30][CH2:29][N:28]([C:2]3[N:7]=[CH:6][N:5]=[C:4]([NH:8][C:9]4[CH:18]=[C:17]5[C:12]([CH:13]=[CH:14][CH:15]=[N:16]5)=[CH:11][CH:10]=4)[CH:3]=3)[CH2:27][CH2:26]2)[CH:24]=[CH:23][CH:22]=[CH:21][CH:20]=1 |f:2.3.4|. Procedure: This compound could be prepared from (6-chloro-pyrimidin-4-yl)-quinolin-7-yl-amine and 1-phenyl-piperazine in the presence of K2CO3 and DMF. Starting materials: ClC1=CC2=C(N3C(=NN=C3CNC2)C2CCN(CC2)C2=NC=CC=C2)C=C1 (8-Chloro-1-(3,4,5,6-tetrahydro-2H-[1,2′]bipyridinyl-4-yl)-5,6-dihydro-4H-2,3,5,10b-tetraaza-benzo[e]azulene), BrCC(=O)OC (methyl bromoacetate), C([O-])([O-])=O.[K+].[K+] (potassium carbonate). Solvent: CN(C=O)C (N,N-dimethylformamide). Run at time 72 hour. Product: COC(CN1CC2=C(N3C(=NN=C3C1)C1CCN(CC1)C1=NC=CC=C1)C=CC(=C2)Cl)=O ([8-Chloro-1-(3,4,5,6-tetrahydro-2H-[1,2′]bipyridinyl-4-yl)-4H,6H-2,3,5,10b-tetraaza-benzo[e]azulen-5-yl]-acetic acid methyl ester). RXN SMILES: [Cl:1][C:2]1[CH:27]=[CH:26][C:5]2[N:6]3[C:10]([CH2:11][NH:12][CH2:13][C:4]=2[CH:3]=1)=[N:9][N:8]=[C:7]3[CH:14]1[CH2:19][CH2:18][N:17]([C:20]2[CH:25]=[CH:24][CH:23]=[CH:22][N:21]=2)[CH2:16][CH2:15]1.Br[CH2:29][C:30]([O:32][CH3:33])=[O:31].C(=O)([O-])[O-].[K+].[K+]>CN(C)C=O>[CH3:33][O:32][C:30](=[O:31])[CH2:29][N:12]1[CH2:11][C:10]2[N:6]([C:7]([CH:14]3[CH2:15][CH2:16][N:17]([C:20]4[CH:25]=[CH:24][CH:23]=[CH:22][N:21]=4)[CH2:18][CH2:19]3)=[N:8][N:9]=2)[C:5]2[CH:26]=[CH:27][C:2]([Cl:1])=[CH:3][C:4]=2[CH2:13]1 |f:2.3.4|. Procedure: A mixture of the amine from example 4 (500 mg, 1.31 mmol), methyl bromoacetate (260 mg, 1.70 mmol) and potassium carbonate (220 mg, 1.59 mmol) in N,N-dimethylformamide (15 ml) was stirred at room temperature for 72 hours. The mixture was evaporated under reduced pressure and the residue purified directly by column chromatography on silica gel using dichloromethane:methanol (93:7) as eluant to afford the title compound. RXN SMILES: [C:1]([O:14][C@H:15]([CH2:45][O:46][CH2:47][CH2:48][CH2:49][CH2:50][CH2:51][CH2:52][CH2:53][CH2:54][CH2:55][CH2:56][CH2:57][CH3:58])[CH2:16][S:17][CH2:18][C@@H:19]([C:38]([O:40]C(C)(C)C)=[O:39])[NH:20][C:21](=[O:37])[O:22][CH2:23][CH:24]1[C:36]2[CH:35]=[CH:34][CH:33]=[CH:32][C:31]=2[C:30]2[C:25]1=[CH:26][CH:27]=[CH:28][CH:29]=2)(=[O:13])[CH2:2][CH2:3][CH2:4][CH2:5][CH2:6][CH2:7][CH2:8][CH2:9][CH2:10][CH2:11][CH3:12]>C(O)(C(F)(F)F)=O.C(Cl)Cl.CC(OC)(C)C>[CH:35]1[C:36]2[CH:24]([CH2:23][O:22][C:21]([NH:20][C@@H:19]([CH2:18][S:17][CH2:16][C@H:15]([O:14][C:1](=[O:13])[CH2:2][CH2:3][CH2:4][CH2:5][CH2:6][CH2:7][CH2:8][CH2:9][CH2:10][CH2:11][CH3:12])[CH2:45][O:46][CH2:47][CH2:48][CH2:49][CH2:50][CH2:51][CH2:52][CH2:53][CH2:54][CH2:55][CH2:56][CH2:57][CH3:58])[C:38]([OH:40])=[O:39])=[O:37])[C:25]3[C:30](=[CH:29][CH:28]=[CH:27][CH:26]=3)[C:31]=2[CH:32]=[CH:33][CH:34]=1. The product is C1=CC=CC=2C3=CC=CC=C3C(C12)COC(=O)N[C@H](C(=O)O)CSC[C@@H](COCCCCCCCCCCCC)OC(CCCCCCCCCCC)=O ((R)-2-((((9H-fluoren-9-yl)methoxy)carbonyl)amino)-3-(((R)-2-(dodecanoyloxy)-3-(dodecyloxy)propyl)thio)propanoic acid). Procedure details: A solution of ((5R,9R)-5-(tert-butoxycarbonyl)-1-(9H-fluoren-9-yl)-3-oxo-2,11-dioxa-7-thia-4-azatricosan-9-yl dodecanoate in 40% TFA in DCM (0.3 M) was stirred at room temperature until complete deprotection of tert-butyl group (2 hours). The reaction mixture was diluted in MTBE, washed three times with 1M citric acid (adjusted to pH3), and once with 1:2 1N HCl/brine. The organic layer was dried over anhydrous Na2SO4 and concentrated en vaccuo. The resulting waxy solid was used without further p... The reactants are C(CCCCCCCCCCC)(=O)O[C@@H](CSC[C@H](NC(OCC1C2=CC=CC=C2C=2C=CC=CC12)=O)C(=O)OC(C)(C)C)COCCCCCCCCCCCC ((5R,9R)-5-(tert-butoxycarbonyl)-1-(9H-fluoren-9-yl)-3-oxo-2,11-dioxa-7-thia-4-azatricosan-9-yl dodecanoate). The solvent is C(=O)(C(F)(F)F)O (TFA), C(Cl)Cl (DCM), CC(C)(C)OC (MTBE). The reactants are BrC1=C(C#N)C=CC(=C1)F (2-bromo-4-fluorobenzonitrile), BrC=1C=C(C(=O)Cl)C=CC1 (3-bromobenzoyl chloride). The reagents and catalysts are [Zn] (zinc), [Zn] (zinc). Run in O1CCCC1 (tetrahydrofuran), O1CCCC1 (tetrahydrofuran), O1CCCC1 (tetrahydrofuran). Run at time 5 hour. The product is BrC=1C=C(C(=O)C2=C(C#N)C=CC(=C2)F)C=CC1 (2-(3-Bromobenzoyl)-4-fluorobenzonitrile). The yield is 73.0%. Reaction SMILES: Br[C:2]1[CH:9]=[C:8]([F:10])[CH:7]=[CH:6][C:3]=1[C:4]#[N:5].[Br:11][C:12]1[CH:13]=[C:14]([CH:18]=[CH:19][CH:20]=1)[C:15](Cl)=[O:16]>O1CCCC1.[Zn]>[Br:11][C:12]1[CH:13]=[C:14]([CH:18]=[CH:19][CH:20]=1)[C:15]([C:2]1[CH:9]=[C:8]([F:10])[CH:7]=[CH:6][C:3]=1[C:4]#[N:5])=[O:16]. Procedure details: A 0.1 g/mL suspension of highly activated zinc powder in tetrahydrofuran (33 mL, 50 mmol) was transferred via cannula to a solution of 2-bromo-4-fluorobenzonitrile (5.0 g, 25 mmol) in anhydrous tetrahydrofuran (100 mL) at room temperature under an atmosphere of argon. The mixture was stirred at room temperature for 5 h and then sonicated with ultrasound for 30 min. The excess zinc was allowed to settle over night at −20° C. The solution on top was transferred via cannula to another flask under a...